This data is from the Open Reaction Database (ORD), a public repository of structured organic reaction records. The task is: describe an organic reaction: reactants, conditions, products, and yield Reactants: COc1ccc([N+](=O)[O-])cc1Br, CC(C)(C)OC(=O)N1CC=C(B2OC(C)(C)C(C)(C)O2)CC1, [K+], [K+], O=C([O-])[O-], CN(C)C=O, O. Reaction SMILES: [Br:29][c:30]1[c:31]([O:39][CH3:40])[cH:32][cH:33][c:34]([N+:36](=[O:37])[O-:38])[cH:35]1.[CH3:1][C:2]1([CH3:3])[C:4]([CH3:5])([CH3:6])[O:7][B:8]([C:9]2=[CH:14][CH2:13][N:12]([C:15](=[O:16])[O:17][C:18]([CH3:19])([CH3:20])[CH3:21])[CH2:11][CH2:10]2)[O:22]1.[K+:23].[K+:24].[O-:25][C:26]([O-:27])=[O:28].[O:42]=[CH:43][N:44]([CH3:45])[CH3:46].[OH2:41]>>[C:9]1([c:30]2[c:31]([O:39][CH3:40])[cH:32][cH:33][c:34]([N+:36](=[O:37])[O-:38])[cH:35]2)=[CH:14][CH2:13][N:12]([C:15](=[O:16])[O:17][C:18]([CH3:19])([CH3:20])[CH3:21])[CH2:11][CH2:10]1. Product: COc1ccc([N+](=O)[O-])cc1C1=CCN(C(=O)OC(C)(C)C)CC1. Reagents/catalysts: O=C(O)C(F)(F)F (trifluoroacetic acid). Solvent: CC(C)O (isopropyl alcohol), CC(C)O (isopropylalcohol). Product: Cc1ccc2nc(c3cccc(c3)C(=O)OC(C)(C)C)c(NC3CCCCC3)n2c1. Starting materials: CC(C)(C)OC(c1cccc(C=O)c1)=O, CC1=CN=C(C=C1)N, [C-]#[N+]C1CCCCC1. The yield is 100.0%. Reaction conditions: temperature 22 celsius, time 20 hour. Reaction SMILES: CC1=CC=C(N)N=C1.[C-]#[N+]C1CCCCC1.CC(C)(C)OC(=O)C1=CC(C=O)=CC=C1>>CC1=CN2C(C=C1)=NC(=C2NC1CCCCC1)C1=CC=CC(=C1)C(=O)OC(C)(C)C. Starting materials: S(=S)(=O)([O-])[O-].[Na+].[Na+] (sodium thiosulfate), C(CCC)OCCOC1=CC=C(C=C1)C=1C=CC2=C(C=C(CCN2CCC)C(=O)NC2=CC=C(C=C2)SCC2=NN=CN2CCC)C1 (7-[4-(2-butoxyethoxy)phenyl]-1-propyl-N-[4-(4-propyl-4H-1,2,4-triazol-3-ylmethylthio)phenyl]-2,3-dihydro-1H-benzazepine-4-carboxamide), ClC1=CC(=CC=C1)C(=O)OO (3-chloroperbenzoic acid). The solvent is ClCCl (dichloromethane), ClCCl (dichloromethane). Conditions: temperature -78 celsius, time 1 hour. The product is C(CCC)OCCOC1=CC=C(C=C1)C=1C=CC2=C(C=C(CCN2CCC)C(=O)NC2=CC=C(C=C2)S(=O)CC2=NN=CN2CCC)C1 (7-[4-(2-butoxyethoxy)phenyl]-1-propyl-N-[4-(4-propyl-4H-1,2,4-triazol-3-ylmethylsulfinyl)phenyl]-2,3-dihydro-1H-benzazepine-4-carboxamide). Isolated yield 56.8%. Reaction SMILES: [CH2:1]([O:5][CH2:6][CH2:7][O:8][C:9]1[CH:14]=[CH:13][C:12]([C:15]2[CH:16]=[CH:17][C:18]3[N:24]([CH2:25][CH2:26][CH3:27])[CH2:23][CH2:22][C:21]([C:28]([NH:30][C:31]4[CH:36]=[CH:35][C:34]([S:37][CH2:38][C:39]5[N:43]([CH2:44][CH2:45][CH3:46])[CH:42]=[N:41][N:40]=5)=[CH:33][CH:32]=4)=[O:29])=[CH:20][C:19]=3[CH:47]=2)=[CH:11][CH:10]=1)[CH2:2][CH2:3][CH3:4].ClC1C=CC=C(C(OO)=[O:56])C=1.S([O-])([O-])(=O)=S.[Na+].[Na+]>ClCCl>[CH2:1]([O:5][CH2:6][CH2:7][O:8][C:9]1[CH:10]=[CH:11][C:12]([C:15]2[CH:16]=[CH:17][C:18]3[N:24]([CH2:25][CH2:26][CH3:27])[CH2:23][CH2:22][C:21]([C:28]([NH:30][C:31]4[CH:32]=[CH:33][C:34]([S:37]([CH2:38][C:39]5[N:43]([CH2:44][CH2:45][CH3:46])[CH:42]=[N:41][N:40]=5)=[O:56])=[CH:35][CH:36]=4)=[O:29])=[CH:20][C:19]=3[CH:47]=2)=[CH:13][CH:14]=1)[CH2:2][CH2:3][CH3:4] |f:2.3.4|. Procedure: To a solution of 7-[4-(2-butoxyethoxy)phenyl]-1-propyl-N-[4-(4-propyl-4H-1,2,4-triazol-3-ylmethylthio)phenyl]-2,3-dihydro-1H-benzazepine-4-carboxamide (843.7 mg) in dichloromethane (20 ml) was added dropwise a solution of 3-chloroperbenzoic acid (70%, 0.48 g) in dichloromethane (10 ml) at −78° C., and the mixture was stirred for 1 hour at −78° C. To the reaction solution was added sodium thiosulfate solution at room temperature and the mixture was stirred for several minutes. The mixture was ext...